This data is from the Open Reaction Database (ORD), a public repository of structured organic reaction records. The task is: describe an organic reaction: reactants, conditions, products, and yield Starting materials: CCC(C)(C)Cc1cnc(C(Cc2ccc(Br)cc2)N(C)C(=O)OCc2ccccc2)n1C, Fc1ccc(Br)nc1, C1COCCO1, O, [Pd], c1ccc(P(c2ccccc2)c2ccccc2)cc1, c1ccc(P(c2ccccc2)c2ccccc2)cc1, c1ccc(P(c2ccccc2)c2ccccc2)cc1, c1ccc(P(c2ccccc2)c2ccccc2)cc1. Yields the product CCC(C)(C)Cc1cnc(C(Cc2ccc(-c3ccc(F)cn3)cc2)N(C)C(=O)OCc2ccccc2)n1C. Reaction SMILES: [Br:1][c:2]1[cH:3][cH:4][c:5]([CH2:8][CH:9]([c:10]2[n:11]([CH3:21])[c:12]([CH2:15][C:16]([CH2:17][CH3:18])([CH3:19])[CH3:20])[cH:13][n:14]2)[N:22]([C:23]([O:24][CH2:25][c:26]2[cH:27][cH:28][cH:29][cH:30][cH:31]2)=[O:32])[CH3:33])[cH:6][cH:7]1.[Br:34][c:35]1[n:36][cH:37][c:38]([F:41])[cH:39][cH:40]1.[CH2:42]1[O:43][CH2:44][CH2:45][O:46][CH2:47]1.[OH2:48].[Pd:125].[c:106]1([P:107]([c:108]2[cH:109][cH:110][cH:111][cH:112][cH:113]2)[c:114]2[cH:115][cH:116][cH:117][cH:118][cH:119]2)[cH:120][cH:121][cH:122][cH:123][cH:124]1.[c:49]1([P:50]([c:51]2[cH:52][cH:53][cH:54][cH:55][cH:56]2)[c:57]2[cH:58][cH:59][cH:60][cH:61][cH:62]2)[cH:63][cH:64][cH:65][cH:66][cH:67]1.[c:68]1([P:69]([c:70]2[cH:71][cH:72][cH:73][cH:74][cH:75]2)[c:76]2[cH:77][cH:78][cH:79][cH:80][cH:81]2)[cH:82][cH:83][cH:84][cH:85][cH:86]1.[c:87]1([P:88]([c:89]2[cH:90][cH:91][cH:92][cH:93][cH:94]2)[c:95]2[cH:96][cH:97][cH:98][cH:99][cH:100]2)[cH:101][cH:102][cH:103][cH:104][cH:105]1>>[c:2]1(-[c:35]2[n:36][cH:37][c:38]([F:41])[cH:39][cH:40]2)[cH:3][cH:4][c:5]([CH2:8][CH:9]([c:10]2[n:11]([CH3:21])[c:12]([CH2:15][C:16]([CH2:17][CH3:18])([CH3:19])[CH3:20])[cH:13][n:14]2)[N:22]([C:23]([O:24][CH2:25][c:26]2[cH:27][cH:28][cH:29][cH:30][cH:31]2)=[O:32])[CH3:33])[cH:6][cH:7]1. The reactants are BrC=1C=C2C(=C(C(NC2=CC1)=O)OC1=CC=CC=C1)C(F)(F)F (6-bromo-3-phenoxy-4-(trifluoromethyl)quinolin-2(1H)-one), BrC=1C=C2C(=C(C(NC2=CC1)=O)OC1=CC=C(C=C1)Cl)C(F)(F)F (6-bromo-3-(4-chlorophenoxy)-4-(trifluoromethyl)quinolin-2(1H)-one), BrC=1C=C2C(=C(C(NC2=CC1)=O)OC1=CC=C(C=C1)Cl)C(F)(F)F (6-bromo-3-(4-chlorophenoxy)-4-(trifluoromethyl)quinolin-2(1H)-one), Intermediate 8, BrC=1C=C2C(=C(C(NC2=CC1)=O)OC1=CC=C(C=C1)Cl)C(F)(F)F (6-bromo-3-(4-chlorophenoxy)-4-(trifluoromethyl)quinolin-2(1H)-one). Product: BrC=1C=C2C(=C(C(=NC2=CC1)Cl)OC1=CC=CC=C1)C(F)(F)F (6-Bromo-2-chloro-3-phenoxy-4-(trifluoromethyl)quinoline). As a reaction SMILES: [Br:1][C:2]1[CH:3]=[C:4]2[C:9](=[CH:10][CH:11]=1)[NH:8][C:7](=O)[C:6]([O:13][C:14]1[CH:19]=[CH:18][CH:17]=[CH:16][CH:15]=1)=[C:5]2[C:20]([F:23])([F:22])[F:21].BrC1C=C2C(=CC=1)NC(=O)C(OC1C=CC([Cl:43])=CC=1)=C2C(F)(F)F>>[Br:1][C:2]1[CH:3]=[C:4]2[C:9](=[CH:10][CH:11]=1)[N:8]=[C:7]([Cl:43])[C:6]([O:13][C:14]1[CH:19]=[CH:18][CH:17]=[CH:16][CH:15]=1)=[C:5]2[C:20]([F:23])([F:22])[F:21]. Procedure: The title compound was prepared using 6-bromo-3-phenoxy-4-(trifluoromethyl)quinolin-2(1H)-one (Intermediate 8, step a) in place of 6-bromo-3-(4-chlorophenoxy)-4-(trifluoromethyl)quinolin-2(1H)-one (Intermediate 7, step c) according to the procedure described in Intermediate 7, step d. Starting materials: CN1N=CC(=C1)B1OC(C(O1)(C)C)(C)C (1-Methyl-4-(4,4,5,5-tetramethyl-1,3,2-dioxaborolan-2-yl)-1H-pyrazole), C([O-])([O-])=O.[Na+].[Na+] (sodium carbonate), BrC=1C=CC(=C(C(=O)NC=2C=NC=CC2)C1)OCC1=CC=C(C=C1)F (5-Bromo-2-{[(4-fluorophenyl)methyl]oxy}-N-3-pyridinylbenzamide). The reagents and catalysts are C=1C=CC(=CC1)[P](C=2C=CC=CC2)(C=3C=CC=CC3)[Pd]([P](C=4C=CC=CC4)(C=5C=CC=CC5)C=6C=CC=CC6)([P](C=7C=CC=CC7)(C=8C=CC=CC8)C=9C=CC=CC9)[P](C=1C=CC=CC1)(C=1C=CC=CC1)C=1C=CC=CC1 (tetrakis(triphenylphosphine)palladium(0)). Run in COCCOC (1,2-dimethoxyethane). Run at temperature 120 celsius. The product is FC1=CC=C(C=C1)COC1=C(C(=O)NC=2C=NC=CC2)C=C(C=C1)C=1C=NN(C1)C (2-{[(4-Fluorophenyl)methyl]oxy}-5-(1-methyl-1H-pyrazol-4-yl)-N-3-pyridinylbenzamide). RXN SMILES: [CH3:1][N:2]1[CH:6]=[C:5](B2OC(C)(C)C(C)(C)O2)[CH:4]=[N:3]1.C(=O)([O-])[O-].[Na+].[Na+].Br[C:23]1[CH:24]=[CH:25][C:26]([O:38][CH2:39][C:40]2[CH:45]=[CH:44][C:43]([F:46])=[CH:42][CH:41]=2)=[C:27]([CH:37]=1)[C:28]([NH:30][C:31]1[CH:32]=[N:33][CH:34]=[CH:35][CH:36]=1)=[O:29]>COCCOC.C1C=CC([P]([Pd]([P](C2C=CC=CC=2)(C2C=CC=CC=2)C2C=CC=CC=2)([P](C2C=CC=CC=2)(C2C=CC=CC=2)C2C=CC=CC=2)[P](C2C=CC=CC=2)(C2C=CC=CC=2)C2C=CC=CC=2)(C2C=CC=CC=2)C2C=CC=CC=2)=CC=1>[F:46][C:43]1[CH:44]=[CH:45][C:40]([CH2:39][O:38][C:26]2[CH:25]=[CH:24][C:23]([C:5]3[CH:4]=[N:3][N:2]([CH3:1])[CH:6]=3)=[CH:37][C:27]=2[C:28]([NH:30][C:31]2[CH:32]=[N:33][CH:34]=[CH:35][CH:36]=2)=[O:29])=[CH:41][CH:42]=1 |f:1.2.3,^1:56,58,77,96|. Procedure: 1-Methyl-4-(4,4,5,5-tetramethyl-1,3,2-dioxaborolan-2-yl)-1H-pyrazole (78 mg, 0.37 mmol), 1M sodium carbonate (0.75 ml, 0.75 mmol) and tetrakis(triphenylphosphine)palladium(0) (25.9 mg, 0.02 mmol) were added to a solution of 5-bromo-2-{[(4-fluorophenyl)methyl]oxy}-N-3-pyridinylbenzamide (may be prepared as described in Example 59; 150 mg, 0.37 mmol) in 1,2-dimethoxyethane (4 ml). The reaction was heated at 120° C. for one hour. The solvent was removed in vacuo to give a residue. Purification by M...